From a dataset of the Open Reaction Database (ORD), a public repository of structured organic reaction records. describe an organic reaction: reactants, conditions, products, and yield Starting materials: C(#N)[BH3-].[Na+] (sodium cyanoborohydride), C1(=CC=CC=C1)CCCNC([C@@H](N)CCCNC(=O)OC(C)(C)C)=O (Nδ-Boc-ornithine 3-phenylpropylamide), C(C)(=O)O (acetic acid), C1(=CC=CC=C1)CC=O (phenylacetaldehyde). Run in CO (methanol), CO (methanol). Run at time 30 minute. The product is C1(=CC=CC=C1)CCCNC([C@@H](NCCC1=CC=CC=C1)CCCN)=O (Nα-(phenethyl)ornithine 3-phenylpropylamide). The yield is 86.8%. As a reaction SMILES: [C:1]1([CH2:7][CH2:8][CH2:9][NH:10][C:11](=[O:25])[C@H:12]([CH2:14][CH2:15][CH2:16][NH:17]C(OC(C)(C)C)=O)[NH2:13])[CH:6]=[CH:5][CH:4]=[CH:3][CH:2]=1.C(O)(=O)C.[C:30]1([CH2:36][CH:37]=O)[CH:35]=[CH:34][CH:33]=[CH:32][CH:31]=1.C([BH3-])#N.[Na+]>CO>[C:1]1([CH2:7][CH2:8][CH2:9][NH:10][C:11](=[O:25])[C@H:12]([CH2:14][CH2:15][CH2:16][NH2:17])[NH:13][CH2:37][CH2:36][C:30]2[CH:35]=[CH:34][CH:33]=[CH:32][CH:31]=2)[CH:2]=[CH:3][CH:4]=[CH:5][CH:6]=1 |f:3.4|. Procedure: A cold solution (0° C.) of the above amine (3 g, 8.6 mmol), in methanol (20 ml), was treated sequentially with acetic acid (345 μl, 6 mmol) and phenylacetaldehyde (1.2 ml, 10 mmol). Then a solution of sodium cyanoborohydride (2.7 g, 43 mmol) in methanol (10 ml) was added to the mixture slowly. The reaction was stirred for additional 30 minutes and the solvent was removed in vacuo. The residue was dissolved in ethyl acetate and washed with aqueous sodium bicarbonate, and purified by chromatograph...